The task is: describe an organic reaction: reactants, conditions, products, and yield. This data is from the Open Reaction Database (ORD), a public repository of structured organic reaction records. The reactants are COC1=CC=C(C=C1)C=1N=C(OC1C1=CC=C(C=C1)OC)C(=O)OCC (ethyl 4,5-bis(4-methoxyphenyl)-1,3-oxazole-2-carboxylate), alkoxide, carboxylic acid ester, C(=O)N (formamide), C[O-].[Na+] (sodium methoxide). Procedure: In WO2004/065374 is disclosed a method in which ethyl 4,5-bis(4-methoxyphenyl)-1,3-oxazole-2-carboxylate, which is a carboxylic acid ester, is allowed to react with formamide in the presence of sodium methoxide, which is a metal alkoxide, to give 4,5-bis(4-methoxyphenyl)-1,3-oxazole-2-carboxamide, which is a carboxamide, in a yield of 71.9% (see Example 2). Product: COC1=CC=C(C=C1)C=1N=C(OC1C1=CC=C(C=C1)OC)C(=O)N (4,5-bis(4-methoxyphenyl)-1,3-oxazole-2-carboxamide). RXN SMILES: [CH3:1][O:2][C:3]1[CH:8]=[CH:7][C:6]([C:9]2[N:10]=[C:11]([C:22]([O:24]CC)=O)[O:12][C:13]=2[C:14]2[CH:19]=[CH:18][C:17]([O:20][CH3:21])=[CH:16][CH:15]=2)=[CH:5][CH:4]=1.C([NH2:29])=O.C[O-].[Na+]>>[CH3:1][O:2][C:3]1[CH:8]=[CH:7][C:6]([C:9]2[N:10]=[C:11]([C:22]([NH2:29])=[O:24])[O:12][C:13]=2[C:14]2[CH:19]=[CH:18][C:17]([O:20][CH3:21])=[CH:16][CH:15]=2)=[CH:5][CH:4]=1 |f:2.3|. Yield: 71.9%. As a reaction SMILES: [C:1]([O:5][C:6]([C:8]1[C:9]([C:14]2[CH:19]=[CH:18][C:17]([CH2:20][N:21]3[C:25]([CH:26]=O)=[C:24]([Cl:28])[N:23]=[C:22]3[CH2:29][CH2:30][CH2:31][CH3:32])=[CH:16][CH:15]=2)=[CH:10][CH:11]=[CH:12][CH:13]=1)=[O:7])([CH3:4])([CH3:3])[CH3:2].[NH2:33][OH:34].Cl.N1C=CC=CC=1>O>[C:1]([O:5][C:6]([C:8]1[C:9]([C:14]2[CH:19]=[CH:18][C:17]([CH2:20][N:21]3[C:25]([CH:26]=[N:33][OH:34])=[C:24]([Cl:28])[N:23]=[C:22]3[CH2:29][CH2:30][CH2:31][CH3:32])=[CH:16][CH:15]=2)=[CH:10][CH:11]=[CH:12][CH:13]=1)=[O:7])([CH3:2])([CH3:3])[CH3:4] |f:1.2|. Run in O (water), O (Water). Isolated yield 93.6%. Run at time 1 hour. Yields the product C(C)(C)(C)OC(=O)C=1C(=CC=CC1)C1=CC=C(C=C1)CN1C(=NC(=C1C=NO)Cl)CCCC (4′-[2-Butyl-4-chloro-5-(hydroxyiminomethyl)imidazol-1-ylmethyl]biphenyl-2-carboxylic acid t-butyl ester). The reactants are C(C)(C)(C)OC(=O)C=1C(=CC=CC1)C1=CC=C(C=C1)CN1C(=NC(=C1C=O)Cl)CCCC (4′-(2-Butyl-4-chloro-5-formylimidazol-1-ylmethyl)biphenyl-2-carboxylic acid t-butyl ester), NO.Cl (NH2OH.HCl), N1=CC=CC=C1 (pyridine). Procedure details: Intermediate (4a) (12.1 g, 26.7 mmol) and NH2OH.HCl (2.4 g, 34.7 mmol) were combined in 80 mL water and 160 mL pyridine and stirred at room temperature overnight. Water (80 mL) was added and the mixture was stirred for 1 hour. The precipitate was filtered and dried to yield 11.7 g of intermediate (4b), which was used in the next step without further purification. Reactants: [BH4-], C1CCOC1, CO, [Na+], N#Cc1cc(-c2ccccc2)c2ccc(CC=O)cc2n1. The product is N#Cc1cc(-c2ccccc2)c2ccc(CCO)cc2n1. As a reaction SMILES: [BH4-:22].[CH2:24]1[O:25][CH2:26][CH2:27][CH2:28]1.[CH3:29][OH:30].[Na+:23].[O:1]=[CH:2][CH2:3][c:4]1[cH:5][cH:6][c:7]2[c:8](-[c:16]3[cH:17][cH:18][cH:19][cH:20][cH:21]3)[cH:9][c:10]([C:14]#[N:15])[n:11][c:12]2[cH:13]1>>[OH:1][CH2:2][CH2:3][c:4]1[cH:5][cH:6][c:7]2[c:8](-[c:16]3[cH:17][cH:18][cH:19][cH:20][cH:21]3)[cH:9][c:10]([C:14]#[N:15])[n:11][c:12]2[cH:13]1. The reactants are COC(C1=CC(=CC(=C1)OCCCCCCC1=C(C(=CC=C1)OCC1=CC=CC=C1)OCC1=CC=CC=C1)OCCCCCCCCCC)=O (3-(decyloxy)-5-[[6-[2,3-bis (phenylmethoxy)phenyl]hexyl]oxy]benzoic acid methyl ester), [OH-].[Na+] (NaOH). The solvent is CO (methanol), O1CCOCC1 (dioxane). Yields the product C(CCCCCCCCC)OC=1C=C(C(=O)O)C=C(C1)OCCCCCCC1=C(C(=CC=C1)OCC1=CC=CC=C1)OCC1=CC=CC=C1 (3-(decyloxy)-5-[[6-[2,3-bis(phenylmethoxy)phenyl]hexyl]oxy]benzoic acid). Reaction SMILES: C[O:2][C:3](=[O:50])[C:4]1[CH:9]=[C:8]([O:10][CH2:11][CH2:12][CH2:13][CH2:14][CH2:15][CH2:16][C:17]2[CH:22]=[CH:21][CH:20]=[C:19]([O:23][CH2:24][C:25]3[CH:30]=[CH:29][CH:28]=[CH:27][CH:26]=3)[C:18]=2[O:31][CH2:32][C:33]2[CH:38]=[CH:37][CH:36]=[CH:35][CH:34]=2)[CH:7]=[C:6]([O:39][CH2:40][CH2:41][CH2:42][CH2:43][CH2:44][CH2:45][CH2:46][CH2:47][CH2:48][CH3:49])[CH:5]=1.[OH-].[Na+]>CO.O1CCOCC1>[CH2:40]([O:39][C:6]1[CH:5]=[C:4]([CH:9]=[C:8]([O:10][CH2:11][CH2:12][CH2:13][CH2:14][CH2:15][CH2:16][C:17]2[CH:22]=[CH:21][CH:20]=[C:19]([O:23][CH2:24][C:25]3[CH:26]=[CH:27][CH:28]=[CH:29][CH:30]=3)[C:18]=2[O:31][CH2:32][C:33]2[CH:34]=[CH:35][CH:36]=[CH:37][CH:38]=2)[CH:7]=1)[C:3]([OH:50])=[O:2])[CH2:41][CH2:42][CH2:43][CH2:44][CH2:45][CH2:46][CH2:47][CH2:48][CH3:49] |f:1.2|. Procedure details: A solution of 1.75 g (2.57 mmol) of 3-(decyloxy)-5-[[6-[2,3-bis (phenylmethoxy)phenyl]hexyl]oxy]benzoic acid methyl ester and 1.3 ml (7.8 mmol) of 6N NaOH in 75 ml of methanol and 25 ml of dioxane was stirred at reflux under argon for 24 hours. The usual workup gave 3-(decyloxy)-5-[[6-[2,3-bis(phenylmethoxy)phenyl]hexyl]oxy]benzoic acid. The nmr and mass spectra were consistent with the structure. Starting materials: CCOC(=O)C(Cc1ccc(OCCc2ccc(O)cc2)cc1)OCC, O=[N+]([O-])c1ccc(S(=O)(=O)Cl)cc1. Yields the product CCOC(=O)C(Cc1ccc(OCCc2ccc(OS(=O)(=O)c3ccc([N+](=O)[O-])cc3)cc2)cc1)OCC. RXN SMILES: [CH2:1]([CH3:2])[O:3][C:4]([CH:5]([CH2:6][c:7]1[cH:8][cH:9][c:10]([O:13][CH2:14][CH2:15][c:16]2[cH:17][cH:18][c:19]([OH:22])[cH:20][cH:21]2)[cH:11][cH:12]1)[O:23][CH2:24][CH3:25])=[O:26].[N+:27](=[O:28])([O-:29])[c:30]1[cH:31][cH:32][c:33]([S:36](=[O:37])(=[O:38])[Cl:39])[cH:34][cH:35]1>>[CH2:1]([CH3:2])[O:3][C:4]([CH:5]([CH2:6][c:7]1[cH:8][cH:9][c:10]([O:13][CH2:14][CH2:15][c:16]2[cH:17][cH:18][c:19]([O:22][S:36]([c:33]3[cH:32][cH:31][c:30]([N+:27](=[O:28])[O-:29])[cH:35][cH:34]3)(=[O:37])=[O:38])[cH:20][cH:21]2)[cH:11][cH:12]1)[O:23][CH2:24][CH3:25])=[O:26]. The reactants are C(C)OC(=O)C1C(CCCC1)N(C(CC1=NS(C2=C(N1)C=CC(=C2)I)(=O)=O)=O)CC2=CC=C(C=C2)F (2-{(4-fluoro-benzyl)-[2-(7-iodo-1,1-dioxo-1,4-dihydro-1λ6-benzo[1,2,4]thiadiazin-3-yl)-acetyl]-amino}-cyclohexanecarboxylic acid ethyl ester), [O-]CC.[Na+] (sodium ethoxide). Run in C(C)O (ethanol), C(C)O (ethanol). Conditions: temperature 60 celsius, time 16 hour. The product is FC1=CC=C(CN2C(C(=C(C3CCCCC23)O)C2=NS(C3=C(N2)C=CC(=C3)I)(=O)=O)=O)C=C1 (1-(4-fluoro-benzyl)-4-hydroxy-3-(7-iodo-1,1-dioxo-1,4-dihydro-1λ6-benzo[1,2,4]thiadiazin-3-yl)-4a,5,6,7,8,8a-hexahydro-1H-quinolin-2-one). The yield is 12.4%. Reaction SMILES: C([O:3][C:4]([CH:6]1[CH2:11][CH2:10][CH2:9][CH2:8][CH:7]1[N:12]([CH2:29][C:30]1[CH:35]=[CH:34][C:33]([F:36])=[CH:32][CH:31]=1)[C:13](=[O:28])[CH2:14][C:15]1[NH:20][C:19]2[CH:21]=[CH:22][C:23]([I:25])=[CH:24][C:18]=2[S:17](=[O:27])(=[O:26])[N:16]=1)=O)C.[O-]CC.[Na+]>C(O)C>[F:36][C:33]1[CH:34]=[CH:35][C:30]([CH2:29][N:12]2[CH:7]3[CH:6]([CH2:11][CH2:10][CH2:9][CH2:8]3)[C:4]([OH:3])=[C:14]([C:15]3[NH:20][C:19]4[CH:21]=[CH:22][C:23]([I:25])=[CH:24][C:18]=4[S:17](=[O:26])(=[O:27])[N:16]=3)[C:13]2=[O:28])=[CH:31][CH:32]=1 |f:1.2|. Procedure details: A solution of the crude 2-{(4-fluoro-benzyl)-[2-(7-iodo-1,1-dioxo-1,4-dihydro-1λ6-benzo[1,2,4]thiadiazin-3-yl)-acetyl]-amino}-cyclohexanecarboxylic acid ethyl ester in ethanol (20 mL) was treated with a 21% w/w solution of sodium ethoxide in ethanol (9.28 g, 28.64 mmol) and stirred for 16 h at 60° C. Upon cooling, the reaction mixture was then quenched with 1.0 M aqueous hydrochloric acid solution (20 mL) and extracted with ethyl acetate (2×50 mL). The combined organic layers were washed with sa... Reactants: CSC1=[N+]2Cc3ccccc3CC2CS1, [I-], Cc1ccnc(N)n1. Yields the product Cc1ccnc(N=C2SCC3Cc4ccccc4CN23)n1. RXN SMILES: [CH3:2][S:3][C:4]1=[N+:8]2[CH:7]([CH2:6][S:5]1)[CH2:16][c:15]1[c:10]([cH:11][cH:12][cH:13][cH:14]1)[CH2:9]2.[I-:1].[NH2:17][c:18]1[n:19][cH:20][cH:21][c:22]([CH3:24])[n:23]1>>[C:4]1(=[N:17][c:18]2[n:19][cH:20][cH:21][c:22]([CH3:24])[n:23]2)[S:5][CH2:6][CH:7]2[N:8]1[CH2:9][c:10]1[cH:11][cH:12][cH:13][cH:14][c:15]1[CH2:16]2.